From a dataset of the Open Reaction Database (ORD), a public repository of structured organic reaction records. describe an organic reaction: reactants, conditions, products, and yield Starting materials: CC(=O)O, Clc1ccc(-c2cc3nccn3c(Cl)n2)c(Cl)c1, [H-], Nc1nc(NCCO)ccc1[N+](=O)[O-], [Na+], CN(C)C=O, O. The product is Nc1nc(NCCOc2nc(-c3ccc(Cl)cc3Cl)cc3nccn23)ccc1[N+](=O)[O-]. Reaction SMILES: [CH3:35][C:36](=[O:37])[OH:38].[Cl:17][c:18]1[n:19][c:20](-[c:27]2[c:28]([Cl:34])[cH:29][c:30]([Cl:33])[cH:31][cH:32]2)[cH:21][c:22]2[n:23]1[cH:24][cH:25][n:26]2.[H-:15].[NH2:1][c:2]1[c:3]([N+:12](=[O:13])[O-:14])[cH:4][cH:5][c:6]([NH:8][CH2:9][CH2:10][OH:11])[n:7]1.[Na+:16].[O:39]=[CH:40][N:41]([CH3:42])[CH3:43].[OH2:44]>>[NH2:1][c:2]1[c:3]([N+:12](=[O:13])[O-:14])[cH:4][cH:5][c:6]([NH:8][CH2:9][CH2:10][O:11][c:18]2[n:19][c:20](-[c:27]3[c:28]([Cl:34])[cH:29][c:30]([Cl:33])[cH:31][cH:32]3)[cH:21][c:22]3[n:23]2[cH:24][cH:25][n:26]3)[n:7]1.